Task: describe an organic reaction: reactants, conditions, products, and yield. Dataset: the Open Reaction Database (ORD), a public repository of structured organic reaction records Reaction conditions: temperature 60 celsius, time 2 hour. The solvent is O1CCCC1 (Tetrahydrofuran), C(=O)O (formic acid), C(C)(=O)OCC (ethyl acetate). Procedure details: A mixture of N′-{4-[4-(2-{[(3R,3aR,6R,6aR)-6-hydroxy-hexahydrofuro[3,2-b]furan-3-yl]oxy}-6-chloro-3-{[2-(trimethylsilyl)ethoxy]methyl}-3H-imidazo[4,5-b]pyridin-5-yl)phenyl]phenyl}-N,N-dimethyl-methanesulfonimidamide (450 mg) and KHSO4 (2 M aqueous solution, 100 μL) in formic acid (2.4 mL) is stirred for 2 h at 60° C. The mixture is cooled to 0° C. in an ice bath and the pH is adjusted to 11 by adding NaOH (10 M aqueous solution). Tetrahydrofuran (5 mL) is added and the mixture is stirred for 2 h... The product is O[C@@H]1CO[C@H]2[C@@H]1OC[C@H]2OC2=NC=1C(=NC(=C(C1)Cl)C1=CC=C(C=C1)C1=CC=C(C=C1)N=S(=O)(N(C)C)C)N2 (N′-{4-[4-(2-{[(3R,3aR,6R,6aR)-6-Hydroxy-hexahydrofuro[3,2-b]furan-3-yl]oxy}-6-chloro-3H-imidazo[4,5-b]pyridin-5-yl)phenyl]phenyl}-N,N-dimethyl-methanesulfonimidamide). RXN SMILES: [OH:1][C@H:2]1[C@H:6]2[O:7][CH2:8][C@@H:9]([O:10][C:11]3[N:39](COCC[Si](C)(C)C)[C:14]4=[N:15][C:16]([C:20]5[CH:25]=[CH:24][C:23]([C:26]6[CH:31]=[CH:30][C:29]([N:32]=[S:33]([CH3:38])([N:35]([CH3:37])[CH3:36])=[O:34])=[CH:28][CH:27]=6)=[CH:22][CH:21]=5)=[C:17]([Cl:19])[CH:18]=[C:13]4[N:12]=3)[C@H:5]2[O:4][CH2:3]1.OS([O-])(=O)=O.[K+].[OH-].[Na+].Cl>C(O)=O.C(OCC)(=O)C.O1CCCC1>[OH:1][C@H:2]1[C@H:6]2[O:7][CH2:8][C@@H:9]([O:10][C:11]3[NH:39][C:14]4=[N:15][C:16]([C:20]5[CH:25]=[CH:24][C:23]([C:26]6[CH:27]=[CH:28][C:29]([N:32]=[S:33]([CH3:38])([N:35]([CH3:36])[CH3:37])=[O:34])=[CH:30][CH:31]=6)=[CH:22][CH:21]=5)=[C:17]([Cl:19])[CH:18]=[C:13]4[N:12]=3)[C@H:5]2[O:4][CH2:3]1 |f:1.2,3.4|. Starting materials: [OH-].[Na+] (NaOH), Cl (Hydrochloric acid), O[C@@H]1CO[C@H]2[C@@H]1OC[C@H]2OC2=NC=1C(=NC(=C(C1)Cl)C1=CC=C(C=C1)C1=CC=C(C=C1)N=S(=O)(N(C)C)C)N2COCC[Si](C)(C)C (N′-{4-[4-(2-{[(3R,3aR,6R,6aR)-6-hydroxy-hexahydrofuro[3,2-b]furan-3-yl]oxy}-6-chloro-3-{[2-(trimethylsilyl)ethoxy]methyl}-3H-imidazo[4,5-b]pyridin-5-yl)phenyl]phenyl}-N,N-dimethyl-methanesulfonimidamide), OS(=O)(=O)[O-].[K+] (KHSO4). Reactants: ClC(=O)OC(C)(C)CC (t-pentyl chloroformate), O (water), C(C)OCC (diethyl ether), NC=1SC=C(N1)CC(=O)OCC (ethyl 2-(2-amino-1,3-thiazol-4-yl)acetate), ClC(=O)OC(C)(C)CC (t-pentyl chloroformate). Run in N1=CC=CC=C1 (pyridine), C(Cl)Cl (methylene chloride). Yields the product C(C)(C)(CC)OC(=O)NC=1SC=C(N1)CC(=O)OCC (ethyl 2-(2-t-pentyloxycarbonylamino-1,3-thiazol-4-yl)acetate). RXN SMILES: [NH2:1][C:2]1[S:3][CH:4]=[C:5]([CH2:7][C:8]([O:10][CH2:11][CH3:12])=[O:9])[N:6]=1.C(OCC)C.Cl[C:19]([O:21][C:22]([CH2:25][CH3:26])([CH3:24])[CH3:23])=[O:20].O>N1C=CC=CC=1.C(Cl)Cl>[C:22]([O:21][C:19]([NH:1][C:2]1[S:3][CH:4]=[C:5]([CH2:7][C:8]([O:10][CH2:11][CH3:12])=[O:9])[N:6]=1)=[O:20])([CH2:25][CH3:26])([CH3:24])[CH3:23]. Procedure details: To a solution of ethyl 2-(2-amino-1,3-thiazol-4-yl)acetate (14 g.) in a mixture of pyridine (40 g.) and methylene chloride (300 ml.) was gradually added diethyl ether solution of t-pentyl chloroformate (70 ml.) containing 0.35 mole of t-pentyl chloroformate over 10 minutes at -20° C. with stirring, and the mixture was stirred for 2 hours at the same temperature and further stirred for 0.5 hour at 0° C. After the reaction, the reaction mixture was poured into water (200 ml.), and then the organic... Starting materials: C(C)OC=1N(C(C=C(N1)C(F)(F)F)=O)C1=C(C=C(C(=C1)O)Cl)F (2-ethoxy-1-(4-chloro-2-fluoro-5 -hydroxyphenyl) -4-trifluoromethyl-6(1H)-pyrimidinone), C(C#C)Br (propargyl bromide), C([O-])([O-])=O.[Na+].[Na+] (sodium carbonate). The solvent is CC(=O)C (acetone). The product is C(C)OC=1N(C(C=C(N1)C(F)(F)F)=O)C1=C(C=C(C(=C1)OCC#C)Cl)F (2-ethoxy-1-[4-chloro-2-fluoro-5 -(2-propynyloxy)-phenyl]-4-trifluoromethyl-6(1H)-pyrimidinone). As a reaction SMILES: [CH2:1]([O:3][C:4]1[N:5]([C:15]2[CH:20]=[C:19]([OH:21])[C:18]([Cl:22])=[CH:17][C:16]=2[F:23])[C:6](=[O:14])[CH:7]=[C:8]([C:10]([F:13])([F:12])[F:11])[N:9]=1)[CH3:2].[CH2:24](Br)[C:25]#[CH:26].C(=O)([O-])[O-].[Na+].[Na+]>CC(C)=O>[CH2:1]([O:3][C:4]1[N:5]([C:15]2[CH:20]=[C:19]([O:21][CH2:26][C:25]#[CH:24])[C:18]([Cl:22])=[CH:17][C:16]=2[F:23])[C:6](=[O:14])[CH:7]=[C:8]([C:10]([F:13])([F:11])[F:12])[N:9]=1)[CH3:2] |f:2.3.4|. Reported procedure: using 2-ethoxy-1-(4-chloro-2-fluoro-5 -hydroxyphenyl) -4-trifluoromethyl-6(1H)-pyrimidinone and propargyl bromide with sodium carbonate in acetone there is obtained 2-ethoxy-1-[4-chloro-2-fluoro-5 -(2-propynyloxy)-phenyl]-4-trifluoromethyl-6(1H)-pyrimidinone, 1H-NMR (CDCl3, 400 MHz): 7.34 ppm (d,1H), 6.97 ppm (d,1H), 6.60 ppm (s,1H), 4.76 ppm (m,2H), 4.50 ppm (m,2H), 2.57 ppm (t,1H), 1.29 ppm (t,3H);